This data is from the Open Reaction Database (ORD), a public repository of structured organic reaction records. The task is: describe an organic reaction: reactants, conditions, products, and yield Starting materials: Cn1c(CBr)c(C2CC2)c(=O)n1-c1ccc(F)cc1, O=C([O-])[O-], CC#N, CCOC(C)=O, [Cs+], [Cs+], Oc1ccc(F)cc1, [I-], [K+], O. Yields the product Cn1c(COc2ccc(F)cc2)c(C2CC2)c(=O)n1-c1ccc(F)cc1. As a reaction SMILES: [Br:1][CH2:2][c:3]1[c:4]([CH:17]2[CH2:18][CH2:19]2)[c:5](=[O:16])[n:6](-[c:9]2[cH:10][cH:11][c:12]([F:15])[cH:13][cH:14]2)[n:7]1[CH3:8].[C:28](=[O:29])([O-:30])[O-:31].[CH3:36][C:37]#[N:38].[CH3:40][CH2:41][O:42][C:43]([CH3:44])=[O:45].[Cs+:32].[Cs+:33].[F:20][c:21]1[cH:22][cH:23][c:24]([OH:27])[cH:25][cH:26]1.[I-:35].[K+:34].[OH2:39]>>[CH2:2]([c:3]1[c:4]([CH:17]2[CH2:18][CH2:19]2)[c:5](=[O:16])[n:6](-[c:9]2[cH:10][cH:11][c:12]([F:15])[cH:13][cH:14]2)[n:7]1[CH3:8])[O:27][c:24]1[cH:23][cH:22][c:21]([F:20])[cH:26][cH:25]1. Starting materials: CC1=CC=C(C=C1)S(=O)(=O)Cl (p-tosyl chloride), Cl (hydrochloric acid), ice water, C(C1=CC=CC=C1)OCCO (2-benzyloxy-ethanol). The solvent is N1=CC=CC=C1 (pyridine). Conditions: temperature 15 celsius, time 2 hour. Product: C(C1=CC=CC=C1)OCCOS(=O)(=O)C1=CC=C(C=C1)C (2-benzyloxy-1-(p-toluenesulfonyloxy)ethane). The yield is 99.9%. RXN SMILES: [CH2:1]([O:8][CH2:9][CH2:10][OH:11])[C:2]1[CH:7]=[CH:6][CH:5]=[CH:4][CH:3]=1.[CH3:12][C:13]1[CH:18]=[CH:17][C:16]([S:19](Cl)(=[O:21])=[O:20])=[CH:15][CH:14]=1.Cl>N1C=CC=CC=1>[CH2:1]([O:8][CH2:9][CH2:10][O:11][S:19]([C:16]1[CH:17]=[CH:18][C:13]([CH3:12])=[CH:14][CH:15]=1)(=[O:21])=[O:20])[C:2]1[CH:7]=[CH:6][CH:5]=[CH:4][CH:3]=1. Procedure details: In 69.2 g of pyridine was dissolved 33.27 g of 2-benzyloxy-ethanol, and to this solution was then added with stirring 45.9 g of p-tosyl chloride at an inner temperature in the range of 5°- 10° C. The resulting mixture was stirred at a temperature of 15° C for 2 hours. After completion of the reaction, a mixture solution of 130 ml of conc. hydrochloric acid and 450 ml of ice-water was added to the resulting reaction mixture and then subjected to extraction with benzene. The extract was washed wit... Starting materials: CO, CCOC(=N)c1ccc(C(=O)Nc2ccc(Cl)c(-c3ccccn3)c2)cc1, NCCc1c[nH]cn1. Product: N=C(NCCc1c[nH]cn1)c1ccc(C(=O)Nc2ccc(Cl)c(-c3ccccn3)c2)cc1. As a reaction SMILES: [CH3:36][OH:37].[Cl:1][c:2]1[c:3](-[c:22]2[n:23][cH:24][cH:25][cH:26][cH:27]2)[cH:4][c:5]([NH:8][C:9](=[O:10])[c:11]2[cH:12][cH:13][c:14]([C:15]([O:16][CH2:17][CH3:18])=[NH:19])[cH:20][cH:21]2)[cH:6][cH:7]1.[NH2:28][CH2:29][CH2:30][c:31]1[cH:32][nH:33][cH:34][n:35]1>>[Cl:1][c:2]1[c:3](-[c:22]2[n:23][cH:24][cH:25][cH:26][cH:27]2)[cH:4][c:5]([NH:8][C:9](=[O:10])[c:11]2[cH:12][cH:13][c:14]([C:15](=[NH:19])[NH:28][CH2:29][CH2:30][c:31]3[cH:32][nH:33][cH:34][n:35]3)[cH:20][cH:21]2)[cH:6][cH:7]1.